From a dataset of the Open Reaction Database (ORD), a public repository of structured organic reaction records. describe an organic reaction: reactants, conditions, products, and yield The reactants are O1C(=CC=C1)C=O (2-furancarboxaldehyde), Cl.S(N)(=O)(=O)C1=CC=C(C=C1)NN (4-sulfamylphenylhydrazine hydrochloride). Yields the product S(N)(=O)(=O)C1=CC=C(C=C1)NN=CC=1OC=CC1 (2-Furancarboxaldehyde-4-sulfamylphenylhydrazone). RXN SMILES: [O:1]1[CH:5]=[CH:4][CH:3]=[C:2]1[CH:6]=O.Cl.[S:9]([C:13]1[CH:18]=[CH:17][C:16]([NH:19][NH2:20])=[CH:15][CH:14]=1)(=[O:12])(=[O:11])[NH2:10]>>[S:9]([C:13]1[CH:14]=[CH:15][C:16]([NH:19][N:20]=[CH:6][C:2]2[O:1][CH:5]=[CH:4][CH:3]=2)=[CH:17][CH:18]=1)(=[O:12])(=[O:11])[NH2:10] |f:1.2|. Procedure: A solution of 2-furancarboxaldehyde (5 mmol) and 4-sulfamylphenylhydrazine hydrochloride is subjected to the General Procedure. The title compound is isolated as described in the general procedure. The reactants are CS(=O)(=O)OCCC=1OC2=C(C1)C=C(C=C2)C2=CC=C(C=C2)C#N (2-[5-(4-cyanophenyl)-1-benzofuran-2-yl]ethyl methanesulfonate), N1C=CC=CC=C1 (azepine). Yields the product N1(CCCCCC1)CCC=1OC2=C(C1)C=C(C=C2)C2=CC=C(C#N)C=C2 (4-{2-[2-(1-azepanyl)ethyl]-1-benzofuran-5-yl}benzonitrile). RXN SMILES: CS(O[CH2:6][CH2:7][C:8]1[O:9][C:10]2[CH:16]=[CH:15][C:14]([C:17]3[CH:22]=[CH:21][C:20]([C:23]#[N:24])=[CH:19][CH:18]=3)=[CH:13][C:11]=2[CH:12]=1)(=O)=O.[NH:25]1[CH:31]=[CH:30][CH:29]=[CH:28][CH:27]=[CH:26]1>>[N:25]1([CH2:6][CH2:7][C:8]2[O:9][C:10]3[CH:16]=[CH:15][C:14]([C:17]4[CH:22]=[CH:21][C:20]([C:23]#[N:24])=[CH:19][CH:18]=4)=[CH:13][C:11]=3[CH:12]=2)[CH2:31][CH2:30][CH2:29][CH2:28][CH2:27][CH2:26]1. Procedure details: The product from Example 1C and azepine were processed as described in Example 1D to provide the titled compound. MS (DCI) m/z 345 (M+H)+; The reactants are C(CC(=O)O)(=O)O (malonic acid), ClC1=C(C=O)C=CC=C1Cl (2,3-dichlorobenzaldehyde), N1CCCCC1 (piperidine), ice, Cl (hydrochloric acid). The solvent is N1=CC=CC=C1 (pyridine). Yields the product ClC1=C(C=CC(=O)O)C=CC=C1Cl (2,3-dichlorocinnamic acid). Isolated yield 92.2%. RXN SMILES: [C:1](O)(=O)[CH2:2][C:3]([OH:5])=[O:4].[Cl:8][C:9]1[C:16]([Cl:17])=[CH:15][CH:14]=[CH:13][C:10]=1C=O.N1CCCCC1.Cl>N1C=CC=CC=1>[Cl:8][C:9]1[C:16]([Cl:17])=[CH:15][CH:14]=[CH:13][C:10]=1[CH:1]=[CH:2][C:3]([OH:5])=[O:4]. Reported procedure: A 250 ml round-bottomed flask, Teflon stirrer, reflux condenser, and gas inlet were oven-dried for 12 hours at 160° C. The apparatus was rapidly assembled, flushed with dry nitrogen gas, and allowed to cool to room temperature. After cooling, the flask was charged with malonic acid (110 mmole), pyridine (75 ml), 2,3-dichlorobenzaldehyde (17.50 g, 100 mmole) and piperidine (2 ml, 20 mmole). The reaction mixture was stirred and brought to relux. After 16 hours of stirring under reflux, the reactio... The reagents and catalysts are [Pd] (Pd/C). Starting materials: [N+](=O)([O-])C=1C=CC(=NC1)C1=CCN(CC1)C(=O)OC(C)(C)C (tert-butyl 5-nitro-5′,6′-dihydro-[2,4′-bipyridine]-1′(2′H)-carboxylate), CCOC(=O)C (EtOAc). Run at time 16 hour. Reaction SMILES: [N+:1]([C:4]1[CH:5]=[CH:6][C:7]([C:10]2[CH2:15][CH2:14][N:13]([C:16]([O:18][C:19]([CH3:22])([CH3:21])[CH3:20])=[O:17])[CH2:12][CH:11]=2)=[N:8][CH:9]=1)([O-])=O.CCOC(C)=O>CN(C=O)C.[Pd]>[NH2:1][C:4]1[CH:5]=[CH:6][C:7]([CH:10]2[CH2:15][CH2:14][N:13]([C:16]([O:18][C:19]([CH3:22])([CH3:21])[CH3:20])=[O:17])[CH2:12][CH2:11]2)=[N:8][CH:9]=1. Reported procedure: A slurry of 10% Pd/C (500 mg) in DMF (5 mL) was added to a solution of tert-butyl 5-nitro-5′,6′-dihydro-[2,4′-bipyridine]-1′(2′H)-carboxylate (I8) (1.40, 4.59 mmol) in DMF (45 mL) and the resulting mixture was stirred under a hydrogen atmosphere for 16 hours at room temperature. EtOAc (100 mL) was added and the resulting suspension was filtered through a Celite pad, washing with EtOAc (150 mL). The volatiles were removed under reduced pressure and the residue was purified by silica gel column ch... The solvent is CN(C)C=O (DMF), CN(C)C=O (DMF). The yield is 93.0%. Product: NC=1C=CC(=NC1)C1CCN(CC1)C(=O)OC(C)(C)C (tert-Butyl 4-(5-aminopyridin-2-yl)piperidine-1-carboxylate), oil. Reactants: C(CN)N (ethylene diamine), C(CCC)[Li] (n-butyl lithium), O (water), ClC1=C(N)C(=CC(=C1)Cl)C(F)(F)F (2,4-dichloro-6-trifluoromethyl aniline). The solvent is C(C)OCC (ethyl ether). Product: ClC1=C(C(=CC(=C1)Cl)C=1NCCN1)N (2.4-Dichloro-6-(4,5-dihydro-1H-imidazol-2-yl)benzenamine). The yield is 36.2%. Reaction SMILES: [CH2:1]([NH2:4])[CH2:2][NH2:3].C([Li])CCC.[Cl:10][C:11]1[CH:17]=[C:16]([Cl:18])[CH:15]=[C:14]([C:19](F)(F)F)[C:12]=1[NH2:13].O>C(OCC)C>[Cl:10][C:11]1[CH:17]=[C:16]([Cl:18])[CH:15]=[C:14]([C:19]2[NH:3][CH2:2][CH2:1][N:4]=2)[C:12]=1[NH2:13]. Procedure details: To a solution of ethylene diamine (1.2 mL, 18 mmol) in ethyl ether (50 mL) at −20° C. was added n-butyl lithium (6.4 mL, 2.5 M in hexanes, 16 mmol). The mixture was stirred at 0° C. for 0.3 hour before the addition of 2,4-dichloro-6-trifluoromethyl aniline (0.92 g, 4.2 mmol). The mixture was stirred at 0° C. for an additional 1.5 hours, at which point water (0.36 mL, 20 mmol) was added and the solvent was removed under reduced pressure. Purification by flash column chromatography (silica gel, 1%... The reactants are CC(=O)SC1c2ccccc2COc2ccc(OCc3ccc4ccc(Cl)cc4n3)cc21, CCO, O. The product is SC1c2ccccc2COc2ccc(OCc3ccc4ccc(Cl)cc4n3)cc21. As a reaction SMILES: [C:1](=[O:2])([CH3:3])[S:4][CH:5]1[c:6]2[c:7]([cH:16][cH:17][c:18]([O:20][CH2:21][c:22]3[n:23][c:24]4[cH:25][c:26]([Cl:32])[cH:27][cH:28][c:29]4[cH:30][cH:31]3)[cH:19]2)[O:8][CH2:9][c:10]2[c:11]1[cH:12][cH:13][cH:14][cH:15]2.[CH3:34][CH2:35][OH:36].[OH2:33]>>[SH:4][CH:5]1[c:6]2[c:7]([cH:16][cH:17][c:18]([O:20][CH2:21][c:22]3[n:23][c:24]4[cH:25][c:26]([Cl:32])[cH:27][cH:28][c:29]4[cH:30][cH:31]3)[cH:19]2)[O:8][CH2:9][c:10]2[c:11]1[cH:12][cH:13][cH:14][cH:15]2. Product: COC(C1=CC(=CC(=C1)C)C)=O (methyl-3,5-dimethyl-benzoate). Procedure details: A solution of 3,5-dimethyl benzoic acid (25 g, 0.17 mol) in methanol (250 ml) was treated with sulfuric acid (1 ml, cat. amount) and heated to reflux. After 10 hours, the solution was cooled to room temperature, concentrated to approximately 1/2 volume and poured into 200 ml of crushed ice. The mixture was extracted twice with 200 ml portions of diethyl ether. The organic phase was extracted with saturated aqueous sodium carbonate, dried over magnesium sulfate, and concentrated under reduced pre... Run at time 10 hour. Yield: 90.0%. Reactants: CC=1C=C(C(=O)O)C=C(C1)C (3,5-dimethyl benzoic acid), S(O)(O)(=O)=O (sulfuric acid), CO (methanol). Reaction SMILES: [CH3:1][C:2]1[CH:3]=[C:4]([CH:8]=[C:9]([CH3:11])[CH:10]=1)[C:5]([OH:7])=[O:6].S(=O)(=O)(O)O.[CH3:17]O>>[CH3:17][O:6][C:5](=[O:7])[C:4]1[CH:8]=[C:9]([CH3:11])[CH:10]=[C:2]([CH3:1])[CH:3]=1. Reactants: O=c1ccc(Br)cn1-c1ccccc1, N=C(c1ccccc1)c1ccccc1, CC(C)(C)[O-], Cc1ccccc1, O=C(C=Cc1ccccc1)C=Cc1ccccc1, O=C(C=Cc1ccccc1)C=Cc1ccccc1, O=C(C=Cc1ccccc1)C=Cc1ccccc1, [Na+], [Pd], [Pd]. The product is O=c1ccc(N=C(c2ccccc2)c2ccccc2)cn1-c1ccccc1. Reaction SMILES: [Br:1][c:2]1[cH:3][cH:4][c:5](=[O:14])[n:6](-[c:8]2[cH:9][cH:10][cH:11][cH:12][cH:13]2)[cH:7]1.[C:15]([c:16]1[cH:17][cH:18][cH:19][cH:20][cH:21]1)([c:22]1[cH:23][cH:24][cH:25][cH:26][cH:27]1)=[NH:28].[CH3:29][C:30]([CH3:31])([O-:32])[CH3:33].[CH3:91][c:92]1[cH:93][cH:94][cH:95][cH:96][cH:97]1.[CH:37](=[CH:38][C:39]([CH:40]=[CH:41][c:42]1[cH:43][cH:44][cH:45][cH:46][cH:47]1)=[O:48])[c:49]1[cH:50][cH:51][cH:52][cH:53][cH:54]1.[CH:55](=[CH:56][C:57]([CH:58]=[CH:59][c:60]1[cH:61][cH:62][cH:63][cH:64][cH:65]1)=[O:66])[c:67]1[cH:68][cH:69][cH:70][cH:71][cH:72]1.[CH:73](=[CH:74][C:75]([CH:76]=[CH:77][c:78]1[cH:79][cH:80][cH:81][cH:82][cH:83]1)=[O:84])[c:85]1[cH:86][cH:87][cH:88][cH:89][cH:90]1.[Na+:34].[Pd:35].[Pd:36]>>[c:2]1([N:28]=[C:15]([c:16]2[cH:17][cH:18][cH:19][cH:20][cH:21]2)[c:22]2[cH:23][cH:24][cH:25][cH:26][cH:27]2)[cH:3][cH:4][c:5](=[O:14])[n:6](-[c:8]2[cH:9][cH:10][cH:11][cH:12][cH:13]2)[cH:7]1.